This data is from the Open Reaction Database (ORD), a public repository of structured organic reaction records. The task is: describe an organic reaction: reactants, conditions, products, and yield Starting materials: CCC(NC(=O)OC(C)(C)C)C(OC(C)=O)c1nnc(-c2ccc(OC(F)(F)F)cc2)o1, C1CCOC1, [Li+], [OH-], O, O. Product: CCC(NC(=O)OC(C)(C)C)C(O)c1nnc(-c2ccc(OC(F)(F)F)cc2)o1. As a reaction SMILES: [C:1]([CH3:2])([CH3:3])([CH3:4])[O:5][C:6](=[O:7])[NH:8][CH:9]([CH:10]([c:11]1[o:12][c:13](-[c:16]2[cH:17][cH:18][c:19]([O:22][C:23]([F:24])([F:25])[F:26])[cH:20][cH:21]2)[n:14][n:15]1)[O:27][C:28](=[O:29])[CH3:30])[CH2:31][CH3:32].[CH2:36]1[O:37][CH2:38][CH2:39][CH2:40]1.[Li+:35].[OH-:34].[OH2:33].[OH2:41]>>[C:1]([CH3:2])([CH3:3])([CH3:4])[O:5][C:6](=[O:7])[NH:8][CH:9]([CH:10]([c:11]1[o:12][c:13](-[c:16]2[cH:17][cH:18][c:19]([O:22][C:23]([F:24])([F:25])[F:26])[cH:20][cH:21]2)[n:14][n:15]1)[OH:27])[CH2:31][CH3:32]. Reactants: N[C@@H]1CN(C[C@@H]([C@H]1O)C)C1=C(C=NC=C1)NC(=O)C1=NC2=CC(=CC=C2C=C1NC(OCC1=CC=CC=C1)=O)N1C(CCCC1)=O (benzyl [2-[({4-[(3R,4R,5S)-3-amino-4-hydroxy-5-methylpiperidin-1-yl]pyridin-3-yl}amino)carbonyl]-7-(2-oxopiperidin-1-yl)quinolin-3-yl]carbamate), [H][H] (hydrogen). The reagents and catalysts are [Pd] (Pd on carbon). The solvent is CO (MeOH). Product: NC=1C(=NC2=CC(=CC=C2C1)N1C(CCCC1)=O)C(=O)NC=1C=NC=CC1N1C[C@H]([C@@H]([C@H](C1)C)O)N (3-Amino-N-{4-[(3R,4R,5S)-3-amino-4-hydroxy-5-methylpiperidin-1-yl]pyridin-3-yl}-7-(2-oxopiperidin-1-yl)quinoline-2-carboxamide). Reaction SMILES: [NH2:1][C@H:2]1[C@H:7]([OH:8])[C@@H:6]([CH3:9])[CH2:5][N:4]([C:10]2[CH:15]=[CH:14][N:13]=[CH:12][C:11]=2[NH:16][C:17]([C:19]2[C:28]([NH:29]C(=O)OCC3C=CC=CC=3)=[CH:27][C:26]3[C:21](=[CH:22][C:23]([N:40]4[CH2:45][CH2:44][CH2:43][CH2:42][C:41]4=[O:46])=[CH:24][CH:25]=3)[N:20]=2)=[O:18])[CH2:3]1.[H][H]>CO.[Pd]>[NH2:29][C:28]1[C:19]([C:17]([NH:16][C:11]2[CH:12]=[N:13][CH:14]=[CH:15][C:10]=2[N:4]2[CH2:5][C@H:6]([CH3:9])[C@@H:7]([OH:8])[C@H:2]([NH2:1])[CH2:3]2)=[O:18])=[N:20][C:21]2[C:26]([CH:27]=1)=[CH:25][CH:24]=[C:23]([N:40]1[CH2:45][CH2:44][CH2:43][CH2:42][C:41]1=[O:46])[CH:22]=2. Reported procedure: A mixture of benzyl [2-[({4-[(3R,4R,5S)-3-amino-4-hydroxy-5-methylpiperidin-1-yl]pyridin-3-yl}amino)carbonyl]-7-(2-oxopiperidin-1-yl)quinolin-3-yl]carbamate (0.004 g, 0.007 mmol) in 3.0 mL of MeOH was hydrogenated in the presence of 5 mg of 10% Pd on carbon under a balloon of hydrogen at room temperature for 1 h. The mixture was filtered and the filtrate was purified by preparative HPLC (XBridge™ C18 column, eluting with a gradient of MeCN/water containing 0.1% NH4OH, at a flow rate of 30 mL/min... Starting materials: C(CCCCCCC)C(CCCCCCCC)(CCCCCCCC)Cl (tri-n-octylmethylchloride), C(CCCCCCC)C(O)(CCCCCCCC)CCCCCCCC (tri-n-octylcarbinol), [Cl-].[Ca+2].[Cl-] (calcium chloride), C[Al](C)C (trimethylaluminum), Cl (HCl). The solvent is C(Cl)Cl (methylene chloride), C(Cl)Cl (methylene chloride). Reaction conditions: temperature 0 celsius. Product: C(CCCCCCC)C(C)(CCCCCCCC)CCCCCCCC (tri-n-octylmethylmethane). Reaction SMILES: [CH2:1]([C:9]([CH2:19][CH2:20][CH2:21][CH2:22][CH2:23][CH2:24][CH2:25][CH3:26])([CH2:11][CH2:12][CH2:13][CH2:14][CH2:15][CH2:16][CH2:17][CH3:18])O)[CH2:2][CH2:3][CH2:4][CH2:5][CH2:6][CH2:7][CH3:8].[Cl-].[Ca+2].[Cl-].Cl.[CH2:31](C(Cl)(CCCCCCCC)CCCCCCCC)CCCCCCC.C[Al](C)C>C(Cl)Cl>[CH2:1]([C:9]([CH2:19][CH2:20][CH2:21][CH2:22][CH2:23][CH2:24][CH2:25][CH3:26])([CH2:11][CH2:12][CH2:13][CH2:14][CH2:15][CH2:16][CH2:17][CH3:18])[CH3:31])[CH2:2][CH2:3][CH2:4][CH2:5][CH2:6][CH2:7][CH3:8] |f:1.2.3|. Procedure details: This compound may be prepared in the following manner. Three moles of 1-bromooctane are slowly added to 3 moles of magnesium turnings in 0.6 liters of anhydrous ethyl ether (nitrogen atmosphere). One mole of diethyl carbonate in 0.151 anhydrous ethyl ether is slowly added to the mixture. The mixture is stirred for one hour at 30° C., then the mixture is slowly poured into 1.8 liters of a cold 10% HCl solution. The organic layer is dried with magnesium sulfate and the ethyl ether is evaporated of... Reactants: [BH4-].[Na+] (NaBH4), C1(=CC=C(C=C1)C(CBr)=O)C1=CC=CC=C1 (1-biphenyl-4-yl-2-bromo-ethanone), [BH4-].[Na+] (NaBH4), CuSO4.5H2O, [BH4-].[Na+] (NaBH4), CCO (EtOH), [N-]=[N+]=[N-].[Na+] (NaN3), [BH4-].[Na+] (NaBH4), CuSO4.5H2O. The solvent is CO (MeOH), CO (MeOH). Conditions: time 2 hour. The product is NCC(O)C1=CC=C(C=C1)C1=CC=CC=C1 (2-Amino-1-biphenyl-4-yl-ethanol). The yield is 80.0%. RXN SMILES: [C:1]1([C:11]2[CH:16]=[CH:15][CH:14]=[CH:13][CH:12]=2)[CH:6]=[CH:5][C:4]([C:7](=[O:10])[CH2:8]Br)=[CH:3][CH:2]=1.CCO.[N-:20]=[N+]=[N-].[Na+].[BH4-].[Na+]>CO>[NH2:20][CH2:8][CH:7]([C:4]1[CH:5]=[CH:6][C:1]([C:11]2[CH:16]=[CH:15][CH:14]=[CH:13][CH:12]=2)=[CH:2][CH:3]=1)[OH:10] |f:2.3,4.5|. Reported procedure: To a solution consisting of 1-biphenyl-4-yl-2-bromo-ethanone (412 mg. 1.5 mmol) and EtOH (6 mL) was added NaN3 (107 mg, 1.6 mmol) at rt. The mixture was stirred at rt for 2 h and then cooled to 0° C. NaBH4 (61 mg, 1.6 mmol) was added and the mixture stirred for 45 min. A mixture (black slurry) of CuSO4.5H2O (37 mg)/NaBH4 (28 mg) in MeOH 2 mL) was prepared by adding the NaBH4 to CuSO4.5H2O in MeOH at 0° C. This slurry was poured into the reaction mixture. The reaction vessel was allowed to gradua... Starting materials: C(C=O)(=O)OCC (ethyl glyoxalate), ClC1=CC=C(C=C1)S(=O)(=O)N=C=O (4-chlorobenzene sulfonylisocyanate), C1(=CC=CC=C1)C (toluene), COC=CC(=C)[Si](C)(C)C (1-methoxy-3-trimethylsilyl-1,3-butadiene). Yields the product ClC1=CC=C(C=C1)S(=O)(=O)N1C(CC(C=C1)=O)C(=O)OCC (ethyl 1-(4-chlorophenylsulfonyl)-4-oxo-1,2,3,4-tetrahydropyridine-2-carboxylate). Isolated yield 34.0%. RXN SMILES: [C:1]([O:5][CH2:6][CH3:7])(=[O:4])[CH:2]=O.[Cl:8][C:9]1[CH:14]=[CH:13][C:12]([S:15]([N:18]=[C:19]=O)(=[O:17])=[O:16])=[CH:11][CH:10]=1.C[O:22]C=CC([Si](C)(C)C)=C.[C:31]1([CH3:37])C=CC=C[CH:32]=1>>[Cl:8][C:9]1[CH:10]=[CH:11][C:12]([S:15]([N:18]2[CH:19]=[CH:37][C:31](=[O:22])[CH2:32][CH:2]2[C:1]([O:5][CH2:6][CH3:7])=[O:4])(=[O:16])=[O:17])=[CH:13][CH:14]=1. Reported procedure: A solution of ethyl glyoxalate (27 mL, 0.14 mol) and 4-chlorobenzene sulfonylisocyanate (20 mL, 0.14 mol) in toluene (300 mL) was heated at reflux for 60 hours. The reaction mixture was cooled to room temperature and 1-methoxy-3-trimethylsilyl-1,3-butadiene (27 mL, 0.14 mol) was added, The reaction was heated at 50° C. for 18 hours. The reaction mixture was concentrated in vacuo and the residue was purified by flash chromatography (20% EtOAc/hexanes) to yield 16.0 g (34%) of compound 103 as a ye... The product is CC(C)(C)OC(=O)C(CCO[Si](C)(C)C(C)(C)C)C(=O)CCc1ccc(-c2ccccc2)cc1. Reaction SMILES: [Br:27][CH2:28][CH2:29][O:30][Si:31]([CH3:32])([CH3:33])[C:34]([CH3:35])([CH3:36])[CH3:37].[C:1]([CH3:2])([CH3:3])([CH3:4])[O:5][C:6]([CH2:7][C:8]([CH2:9][CH2:10][c:11]1[cH:12][cH:13][c:14](-[c:17]2[cH:18][cH:19][cH:20][cH:21][cH:22]2)[cH:15][cH:16]1)=[O:23])=[O:24].[CH3:38][N:39]([CH3:40])[CH:41]=[O:42].[H-:25].[Na+:26]>>[C:1]([CH3:2])([CH3:3])([CH3:4])[O:5][C:6]([CH:7]([C:8]([CH2:9][CH2:10][c:11]1[cH:12][cH:13][c:14](-[c:17]2[cH:18][cH:19][cH:20][cH:21][cH:22]2)[cH:15][cH:16]1)=[O:23])[CH2:28][CH2:29][O:30][Si:31]([CH3:32])([CH3:33])[C:34]([CH3:35])([CH3:36])[CH3:37])=[O:24]. The reactants are CC(C)(C)[Si](C)(C)OCCBr, CC(C)(C)OC(=O)CC(=O)CCc1ccc(-c2ccccc2)cc1, CN(C)C=O, [H-], [Na+]. Reactants: ClC1=CC(=NC=C1)C(=O)Cl (4-chloropicolinic acid chloride), C(C)N(C(C)C)C(C)C (N-ethyldiisopropylamine), C(=O)(OC(C)(C)C)N1CCNCC1 (N-Boc-piperazine). Solvent: ClCCl (dichloromethane). Reaction conditions: time 12 hour. Yields the product C(C)(C)(C)OC(=O)N1CCN(CC1)C(=O)C1=NC=CC(=C1)Cl (4-(4-chloro-pyridine-2-carbonyl)-piperazine-1-carboxylic acid tert-butyl ester). The yield is 51.3%. RXN SMILES: [Cl:1][C:2]1[CH:7]=[CH:6][N:5]=[C:4]([C:8](Cl)=[O:9])[CH:3]=1.C(N(C(C)C)C(C)C)C.[C:20]([N:27]1[CH2:32][CH2:31][NH:30][CH2:29][CH2:28]1)([O:22][C:23]([CH3:26])([CH3:25])[CH3:24])=[O:21]>ClCCl>[C:23]([O:22][C:20]([N:27]1[CH2:32][CH2:31][N:30]([C:8]([C:4]2[CH:3]=[C:2]([Cl:1])[CH:7]=[CH:6][N:5]=2)=[O:9])[CH2:29][CH2:28]1)=[O:21])([CH3:26])([CH3:24])[CH3:25]. Procedure details: To a dichloromethane solution (4 ml) of 4-chloropicolinic acid chloride (175 mg, 0.994 mmol), N-ethyldiisopropylamine (346 μl, 1.99 mol) and N-Boc-piperazine (278 mg, 1.49 mmol) were added, followed by stirring at room temperature for 12 hours. The reaction mixture was concentrated under reduced pressure, and the residue was purified by silica gel column chromatography (dichloromethane/methanol=60/1), to obtain 4-(4-chloro-pyridine-2-carbonyl)-piperazine-1-carboxylic acid tert-butyl ester (166 m... Reactants: BrC1=C(C=C2C=C(NC2=C1)C(=O)N1CCS(CC1)(=O)=O)OC1CCN(CC1)C(C)C ([6-Bromo-5-(1-isopropyl-piperidin-4-yloxy)-1H-indol-2-yl]-(1,1-Dioxo-1λ6-thiomorpholin-4-yl)-methanone), BrCCOC ((2-bromoethyl)-methylether). Yields the product BrC1=C(C=C2C=C(N(C2=C1)CCOC)C(=O)N1CCS(CC1)(=O)=O)OC1CCN(CC1)C(C)C ([6-Bromo-5-(1-isopropyl-piperidin-4-yloxy)-1-(2-methoxy-ethyl)-1H-indol-2-yl]-(1,1-dioxo-1λ6-thiomorpholin-4-yl)-methanone). As a reaction SMILES: [Br:1][C:2]1[CH:10]=[C:9]2[C:5]([CH:6]=[C:7]([C:11]([N:13]3[CH2:18][CH2:17][S:16](=[O:20])(=[O:19])[CH2:15][CH2:14]3)=[O:12])[NH:8]2)=[CH:4][C:3]=1[O:21][CH:22]1[CH2:27][CH2:26][N:25]([CH:28]([CH3:30])[CH3:29])[CH2:24][CH2:23]1.Br[CH2:32][CH2:33][O:34][CH3:35]>>[Br:1][C:2]1[CH:10]=[C:9]2[C:5]([CH:6]=[C:7]([C:11]([N:13]3[CH2:18][CH2:17][S:16](=[O:20])(=[O:19])[CH2:15][CH2:14]3)=[O:12])[N:8]2[CH2:32][CH2:33][O:34][CH3:35])=[CH:4][C:3]=1[O:21][CH:22]1[CH2:27][CH2:26][N:25]([CH:28]([CH3:30])[CH3:29])[CH2:24][CH2:23]1. Procedure details: In analogy to the procedure described for the synthesis of example 1, step 1, the title compound was synthesized from [6-bromo-5-(1-isopropyl-piperidin-4-yloxy)-1H-indol-2-yl]-(1,1-dioxo-1λ6-thiomorpholin-4-yl)-methanone (Example 6, step 4) and (2-bromoethyl)-methylether. The desired product was obtained in a yield of 70% as white foam. MS (m/e): 556.3 (M+H, 100%).